This data is from the Open Reaction Database (ORD), a public repository of structured organic reaction records. The task is: describe an organic reaction: reactants, conditions, products, and yield The reactants are CN1CCCC1=O, CC1CC(O)(c2cnc(Cl)s2)CCO1, CN1C(=O)Cc2cc(S)ccc21. The product is CC1CC(O)(c2cnc(Sc3ccc4c(c3)CC(=O)N4C)s2)CCO1. As a reaction SMILES: [CH3:27][N:28]1[CH2:29][CH2:30][CH2:31][C:32]1=[O:33].[Cl:13][c:14]1[s:15][c:16]([C:19]2([OH:26])[CH2:20][CH:21]([CH3:25])[O:22][CH2:23][CH2:24]2)[cH:17][n:18]1.[SH:1][c:2]1[cH:3][c:4]2[c:8]([cH:9][cH:10]1)[N:7]([CH3:11])[C:6](=[O:12])[CH2:5]2>>[S:1]([c:2]1[cH:3][c:4]2[c:8]([cH:9][cH:10]1)[N:7]([CH3:11])[C:6](=[O:12])[CH2:5]2)[c:14]1[s:15][c:16]([C:19]2([OH:26])[CH2:20][CH:21]([CH3:25])[O:22][CH2:23][CH2:24]2)[cH:17][n:18]1. The reactants are C(C)(C)(C)OC(=O)N1CCC(CC1)NCC1=NOC(=N1)C1=CC=2C=NC=CC2O1 (4-[(5-Furo[3,2-c]pyridin-2-yl-[1,2,4]oxadiazol-3-ylmethyl)amino]piperidine-1-carboxylic acid tert-butyl ester), CC=O (MeCHO), [BH-](OC(=O)C)(OC(=O)C)OC(=O)C.[Na+] (NaBH(OAc)3). Run in C(Cl)Cl (CH2Cl2). The product is C(C)(C)(C)OC(=O)N1CCC(CC1)N(CC1=NOC(=N1)C1=CC=2C=NC=CC2O1)CC (4-[Ethyl(5-furo[3,2-c]pyridin-2-yl-[1,2,4]oxadiazol-3-ylmethyl)amino]-piperidine-1-carboxylic acid tert-butyl ester). Reaction SMILES: [C:1]([O:5][C:6]([N:8]1[CH2:13][CH2:12][CH:11]([NH:14][CH2:15][C:16]2[N:20]=[C:19]([C:21]3[O:29][C:28]4[CH:27]=[CH:26][N:25]=[CH:24][C:23]=4[CH:22]=3)[O:18][N:17]=2)[CH2:10][CH2:9]1)=[O:7])([CH3:4])([CH3:3])[CH3:2].[CH3:30][CH:31]=O.[BH-](OC(C)=O)(OC(C)=O)OC(C)=O.[Na+]>C(Cl)Cl>[C:1]([O:5][C:6]([N:8]1[CH2:9][CH2:10][CH:11]([N:14]([CH2:30][CH3:31])[CH2:15][C:16]2[N:20]=[C:19]([C:21]3[O:29][C:28]4[CH:27]=[CH:26][N:25]=[CH:24][C:23]=4[CH:22]=3)[O:18][N:17]=2)[CH2:12][CH2:13]1)=[O:7])([CH3:4])([CH3:2])[CH3:3] |f:2.3|. Procedure: A solution of 4-[(5-furo[3,2-c]pyridin-2-yl-[1,2,4]oxadiazol-3-ylmethyl)amino]-piperidine-1-carboxylic acid tert-butyl ester (Example 30, 50 mg, 120 μmol), MeCHO (6 μL, 120 μmol), and NaBH(OAc)3 (36 mg, 168 μmol) in CH2Cl2 (5 mL) was stirred for 3 d at ambient temperature. The reaction mixture was washed with water, before being dried (MgSO4) and purified by column chromatography to furnish the title compound: RT=2.40 min; m/z (ES+)=428.2 [M+H]+. Reactants: CCOC(=O)CBr, O=C([O-])[O-], CC(C)=O, [K+], [K+], Oc1ccccc1Cl. Product: CCOC(=O)COc1ccccc1Cl. RXN SMILES: [Br:15][CH2:16][C:17](=[O:18])[O:19][CH2:20][CH3:21].[C:9](=[O:10])([O-:11])[O-:12].[CH3:22][C:23](=[O:24])[CH3:25].[K+:13].[K+:14].[OH:1][c:2]1[cH:3][cH:4][cH:5][cH:6][c:7]1[Cl:8]>>[O:1]([c:2]1[cH:3][cH:4][cH:5][cH:6][c:7]1[Cl:8])[CH2:16][C:17](=[O:18])[O:19][CH2:20][CH3:21]. As a reaction SMILES: [CH3:1][C:2]1([CH3:14])[C:10]2[CH2:9][CH:8]=[C:7]([CH3:11])[CH2:6][C:5]=2[C:4]([CH3:13])([CH3:12])[CH2:3]1.P([O-])([O-])(O)=[O:16].[Na+].[Na+].C(OO)(C)(C)C>ClCCCl.[C-]#[O+].[C-]#[O+].[C-]#[O+].[C-]#[O+].[C-]#[O+].[C-]#[O+].[Mo]>[O:16]1[CH:8]2[C:7]1([CH3:11])[CH2:6][C:5]1[C:4]([CH3:13])([CH3:12])[CH2:3][C:2]([CH3:14])([CH3:1])[C:10]=1[CH2:9]2 |f:1.2.3,6.7.8.9.10.11.12|. Run in ClCCCl (1,2-dichloroethane). The reactants are C(C)(C)(C)OO (tert.butyl hydroperoxide), hydrocarbon, CC1(CC(C=2CC(=CCC12)C)(C)C)C (1,1,3,3,5-pentamethyl-4,7-dihydroindane), P(=O)(O)([O-])[O-].[Na+].[Na+] (disodium hydrogen phosphate). Yields the product O1C2(CC=3C(CC(C3CC21)(C)C)(C)C)C (5,6-epoxy-1,1,3,3,5-pentamethyl-4,5,6,7-tetrahydroindane). Procedure details: 44.5 g of a hydrocarbon mixture containing (according to GC) about 85.4% of 1,1,3,3,5-pentamethyl-4,7-dihydroindane (IIc) are dissolved in 200 ml of 1,2-dichloroethane and treated in accordance with method C described in Example 1 with 0.53 g of molybdenum hexacarbonyl, 0.2 g of disodium hydrogen phosphate and 140 ml of 2.85 molar tert.butyl hydroperoxide solution. After working-up and high vacuum distillation, there are obtained 23.6 g (corresponding to 57.2% yield based on IIc) of 5,6-epoxy-1,... The yield is 57.2%. The reagents and catalysts are [C-]#[O+].[C-]#[O+].[C-]#[O+].[C-]#[O+].[C-]#[O+].[C-]#[O+].[Mo] (molybdenum hexacarbonyl). Reactants: CCO, CC(C)(Br)C(=O)c1cc(Cl)ccc1O, [Na], c1ccccc1. Product: CC1(C)Oc2ccc(Cl)cc2C1=O. Reaction SMILES: [CH3:16][CH2:17][OH:18].[Cl:2][c:3]1[cH:4][c:5]([C:10]([C:11]([CH3:12])([CH3:13])[Br:14])=[O:15])[c:6]([OH:9])[cH:7][cH:8]1.[Na:1].[cH:19]1[cH:20][cH:21][cH:22][cH:23][cH:24]1>>[Cl:2][c:3]1[cH:4][c:5]2[c:6]([cH:7][cH:8]1)[O:9][C:11]([CH3:12])([CH3:13])[C:10]2=[O:15]. The reactants are COC1=CC=C(CN)C=C1 (4-methoxybenzyl amine), C(C1=CC=CC=C1)OC1=CC=C(C=2C(C3=CC=CC=C3SC12)=O)F (4-Benzyloxy-1-fluoro-thioxanthen-9-one), ice. Run in N1=CC=CC=C1 (pyridine). Run at temperature 140 celsius. The product is C(C1=CC=CC=C1)OC1=CC=C(C=2C(C3=CC=CC=C3SC12)=O)NCC1=CC=C(C=C1)OC (4-Benzyloxy-l-(4-methoxy-benzylamino)-thioxanthen-9-one). Isolated yield 100.2%. RXN SMILES: [CH3:1][O:2][C:3]1[CH:10]=[CH:9][C:6]([CH2:7][NH2:8])=[CH:5][CH:4]=1.[CH2:11]([O:18][C:19]1[C:32]2[S:31][C:30]3[C:25](=[CH:26][CH:27]=[CH:28][CH:29]=3)[C:24](=[O:33])[C:23]=2[C:22](F)=[CH:21][CH:20]=1)[C:12]1[CH:17]=[CH:16][CH:15]=[CH:14][CH:13]=1>N1C=CC=CC=1>[CH2:11]([O:18][C:19]1[C:32]2[S:31][C:30]3[C:25](=[CH:26][CH:27]=[CH:28][CH:29]=3)[C:24](=[O:33])[C:23]=2[C:22]([NH:8][CH2:7][C:6]2[CH:9]=[CH:10][C:3]([O:2][CH3:1])=[CH:4][CH:5]=2)=[CH:21][CH:20]=1)[C:12]1[CH:17]=[CH:16][CH:15]=[CH:14][CH:13]=1. Procedure details: To a solution of 4-methoxybenzyl amine (1.63 g, 11.89 mmol) in dry pyridine (10 ml) was added 4-Benzyloxy-1-fluoro-thioxanthen-9-one (1 g, 2.97 mmol) in a single portion. The mixture was then heated to reflux (140° C.) for 18 hrs. The resulting hot orange suspension was allowed to cool to room temperature before being poured onto 100 ml of crushed ice. The precipitate was filtered off and washed with copious amounts of water to give the title compound as a red/orange solid (1.35 g, 89.6%). m/z (... Reactants: O.NN (Hydrazine hydrate), C(CCCCCCCCCCCCCCC)(=O)N1CCC(CC1)CCON1C(C2=CC=CC=C2C1=O)=O (2-[2-(1-(hexadecanoyl)piperidin-4-yl)ethoxy]isoindole-1,3-dione). The solvent is C(C)O (ethanol). Product: NOCCC1CCN(CC1)C(CCCCCCCCCCCCCCC)=O (1-[4-(2-(aminooxy)ethyl)piperidin-1-yl]hexadecan-1-one). Yield: 70.6%. As a reaction SMILES: O.NN.[C:4]([N:21]1[CH2:26][CH2:25][CH:24]([CH2:27][CH2:28][O:29][N:30]2C(=O)C3C(=CC=CC=3)C2=O)[CH2:23][CH2:22]1)(=[O:20])[CH2:5][CH2:6][CH2:7][CH2:8][CH2:9][CH2:10][CH2:11][CH2:12][CH2:13][CH2:14][CH2:15][CH2:16][CH2:17][CH2:18][CH3:19]>C(O)C>[NH2:30][O:29][CH2:28][CH2:27][CH:24]1[CH2:25][CH2:26][N:21]([C:4](=[O:20])[CH2:5][CH2:6][CH2:7][CH2:8][CH2:9][CH2:10][CH2:11][CH2:12][CH2:13][CH2:14][CH2:15][CH2:16][CH2:17][CH2:18][CH3:19])[CH2:22][CH2:23]1 |f:0.1|. Procedure details: Hydrazine hydrate (0.14 ml, 2.96 mmol) was added to a solution of 2-[2-(1-(hexadecanoyl)piperidin-4-yl)ethoxy]isoindole-1,3-dione (1.52 g, 2.96 mmol) in ethanol (30 ml). The reaction mixture was heated to reflux for 75 min and cooled to room temperature. The formed precipitation was removed by filtration. The solvent of the filtrate was removed in vacuo. The crude product was purified by flash chromatography on silica (30 g), using a mixture of dichloromethane/methanol/25% aqueous ammonia (100:1...